From a dataset of the Open Reaction Database (ORD), a public repository of structured organic reaction records. describe an organic reaction: reactants, conditions, products, and yield Starting materials: CC(C)(C)[O-].[K+] (potassium 2-methylpropan-2-olate), [OH-].[Na+] (sodium hydroxide), FC1=CC=C(C=C1)C1C(NCC1)=O (3-(4-fluorophenyl)pyrrolidin-2-one), BrCC(=O)OCC (ethyl 2-bromoacetate). Solvent: C(C)(=O)OCC (ethyl acetate), O1CCCC1 (tetrahydrofuran), C(C)(=O)OCC (ethyl acetate). Reaction conditions: time 30 minute. Product: FC1=CC=C(C=C1)C1C(N(CC1)CC(=O)O)=O (2-(3-(4-fluorophenyl)-2-oxopyrrolidin-1-yl)acetic acid). As a reaction SMILES: [F:1][C:2]1[CH:7]=[CH:6][C:5]([CH:8]2[CH2:12][CH2:11][NH:10][C:9]2=[O:13])=[CH:4][CH:3]=1.CC([O-])(C)C.[K+].Br[CH2:21][C:22]([O:24]CC)=[O:23].[OH-].[Na+]>O1CCCC1.C(OCC)(=O)C>[F:1][C:2]1[CH:7]=[CH:6][C:5]([CH:8]2[CH2:12][CH2:11][N:10]([CH2:21][C:22]([OH:24])=[O:23])[C:9]2=[O:13])=[CH:4][CH:3]=1 |f:1.2,4.5|. Procedure details: To a suspension of 3-(4-fluorophenyl)pyrrolidin-2-one (Example 189B, 1.36 g, 7.59 mmol) in tetrahydrofuran was added potassium 2-methylpropan-2-olate (8.35 ml, 8.35 mmol). The reaction was allowed to stir for 30 minutes, during which time a yellow solution resulted. To the reaction was added ethyl 2-bromoacetate (0.92 ml, 8.35 mmol) and stirring was continued at room temperature. After stirring for 3 hours, the reaction was poured into a 1:1 mixture of ethyl acetate/1 N HCl (300 mL). The organic... The reactants are CC(C)(Br)C=O, CCOC(=O)CN1CCNCC1, CCO. Yields the product CCOC(=O)CN1CCN(C(C)(C)C=O)CC1. As a reaction SMILES: [Br:1][C:2]([CH:3]=[O:4])([CH3:5])[CH3:6].[CH2:7]([CH3:8])[O:9][C:10](=[O:11])[CH2:12][N:13]1[CH2:14][CH2:15][NH:16][CH2:17][CH2:18]1.[CH3:19][CH2:20][OH:21]>>[C:2]([CH:3]=[O:4])([CH3:5])([CH3:6])[N:16]1[CH2:15][CH2:14][N:13]([CH2:12][C:10]([O:9][CH2:7][CH3:8])=[O:11])[CH2:18][CH2:17]1. Reactants: C(C)(C)(C)OC(=O)N1CCC(CC1)C1=C(OC=C1)C(=O)OC (4-(2-methoxycarbonylfuran-3-yl)piperidine-1-carboxylic acid t-butyl ester), [H-].[H-].[H-].[H-].[Li+].[Al+3] (LiAlH4), [OH-].[Na+] (NaOH), O (water), O (Water). Solvent: C1CCOC1 (THF), C1CCOC1 (THF). Reaction conditions: temperature 0 celsius, time 1 hour. Yields the product C(C)(C)(C)OC(=O)N1CCC(CC1)C1=C(OC=C1)CO (4-(2-hydroxymethylfuran-3-yl)piperidine-1-carboxylic acid t-butyl ester). Yield: 60.2%. RXN SMILES: [C:1]([O:5][C:6]([N:8]1[CH2:13][CH2:12][CH:11]([C:14]2[CH:18]=[CH:17][O:16][C:15]=2[C:19](OC)=[O:20])[CH2:10][CH2:9]1)=[O:7])([CH3:4])([CH3:3])[CH3:2].[H-].[H-].[H-].[H-].[Li+].[Al+3].O.[OH-].[Na+]>C1COCC1>[C:1]([O:5][C:6]([N:8]1[CH2:13][CH2:12][CH:11]([C:14]2[CH:18]=[CH:17][O:16][C:15]=2[CH2:19][OH:20])[CH2:10][CH2:9]1)=[O:7])([CH3:4])([CH3:2])[CH3:3] |f:1.2.3.4.5.6,8.9|. Procedure details: A solution of 4-(2-methoxycarbonylfuran-3-yl)piperidine-1-carboxylic acid t-butyl ester (2.0 g, 6.5 mmol, 1.0 eq.) in THF (60 mL) was added to a solution of LiAlH4 (490 mg, 13 mmol, 2.0 eq.) in THF (100 mL) at −30° C. The resulting solution was stirred for 1 hour and allowed to warm to 0° C., then stirred for 1 hour at 0° C. Water (0.5 mL) was added dropwise to quench the reaction. The mixture was allowed to warm to room temperature, and 15% NaOH (0.5 mL) and water (1.5 mL) was added. The solids... Starting materials: CN1CCC(O)(c2ccccc2)CC1, CS(C)=O, O=[N+]([O-])c1ccccc1F, [H-], [Na+], O. The product is CN1CCC(Oc2ccccc2[N+](=O)[O-])(c2ccccc2)CC1. Reaction SMILES: [CH3:1][N:2]1[CH2:3][CH2:4][C:5]([OH:8])([c:9]2[cH:10][cH:11][cH:12][cH:13][cH:14]2)[CH2:6][CH2:7]1.[CH3:28][S:29]([CH3:30])=[O:31].[F:17][c:18]1[c:19]([N+:24](=[O:25])[O-:26])[cH:20][cH:21][cH:22][cH:23]1.[H-:15].[Na+:16].[OH2:27]>>[CH3:1][N:2]1[CH2:3][CH2:4][C:5]([O:8][c:18]2[c:19]([N+:24](=[O:25])[O-:26])[cH:20][cH:21][cH:22][cH:23]2)([c:9]2[cH:10][cH:11][cH:12][cH:13][cH:14]2)[CH2:6][CH2:7]1. The reactants are COC=1C=C2C(=CC(C2=CC1OC)[Li])C1=CC=CC=C1 ((5,6-dimethoxy-3-phenyl-1H-inden-1-yl)lithium), CC(C)(C)N[Si](C)(C)Cl (N-(tert-butyl)-N-(1-chloro-1,1-dimethylsilyl)amine). The solvent is C1CCOC1 (THF), C1CCOC1 (THF). Conditions: time 20 hour. Product: COC=1C=C2C(=CC(C2=CC1OC)[Si](NC(C)(C)C)(C)C)C1=CC=CC=C1 (1-(5,6-Dimethoxy-3-phenyl-1H-inden-1-yl)-N-(1,1-dimethylethyl)-1,1-dimethylsilanamine). RXN SMILES: [CH3:1][O:2][C:3]1[CH:4]=[C:5]2[C:9](=[CH:10][C:11]=1[O:12][CH3:13])[CH:8]([Li])[CH:7]=[C:6]2[C:15]1[CH:20]=[CH:19][CH:18]=[CH:17][CH:16]=1.[CH3:21][C:22]([NH:25][Si:26](Cl)([CH3:28])[CH3:27])([CH3:24])[CH3:23]>C1COCC1>[CH3:1][O:2][C:3]1[CH:4]=[C:5]2[C:9](=[CH:10][C:11]=1[O:12][CH3:13])[CH:8]([Si:26]([CH3:28])([CH3:27])[NH:25][C:22]([CH3:24])([CH3:23])[CH3:21])[CH:7]=[C:6]2[C:15]1[CH:20]=[CH:19][CH:18]=[CH:17][CH:16]=1. Reported procedure: (5,6-dimethoxy-3-phenyl-1H-inden-1-yl)lithium (1.24 g, 4.8 mmol) was dissolved in 20 mL of THF and added to a solution of N-(tert-butyl)-N-(1-chloro-1,1-dimethylsilyl)amine (1.035 g, 6.24 mmol) in 50 mL of THF over a 25 min period, with stirring continued for 20 h. The solution was then evaporated under reduced pressure and the residue was extracted with hexane (50 mL). After filtration, the solvent was removed under reduced pressure. To this residue, 30 mL of hexane was added and the flask was ... The reactants are ClC=1N=NC(=CC1)C1=CC(=CC=C1)C(F)(F)F (3-chloro-6-[3-(trifluoromethyl)phenyl]pyridazine), NC(CO)CCC (2-amino-1-pentanol), C([O-])([O-])=O.[K+].[K+] (potassium carbonate), O (water). Run in C(C)O (ethanol). Run at temperature 130 celsius. The product is C(CC)C1N=C2N(N=C(C=C2)C2=CC(=CC=C2)C(F)(F)F)C1 (2,3-dihydro-2-propyl-6-[3-(trifluoromethyl)phenyl]imidazo[1,2-b]pyridazine). Reaction SMILES: Cl[C:2]1[N:3]=[N:4][C:5]([C:8]2[CH:13]=[CH:12][CH:11]=[C:10]([C:14]([F:17])([F:16])[F:15])[CH:9]=2)=[CH:6][CH:7]=1.[NH2:18][CH:19]([CH2:22][CH2:23][CH3:24])[CH2:20]O.O.C(=O)([O-])[O-].[K+].[K+]>C(O)C>[CH2:22]([CH:19]1[CH2:20][N:3]2[N:4]=[C:5]([C:8]3[CH:13]=[CH:12][CH:11]=[C:10]([C:14]([F:17])([F:16])[F:15])[CH:9]=3)[CH:6]=[CH:7][C:2]2=[N:18]1)[CH2:23][CH3:24] |f:3.4.5|. Procedure: A mixture of 5.0 g of 3-chloro-6-[3-(trifluoromethyl)phenyl]pyridazine and 10 g of 2-amino-1-pentanol is heated at 130° C. for 24 hours, cooled, poured into water and extracted with dichloromethane. As for Example 3, the obtained product is reacted with thionyl chloride and the ring is closed with potassium carbonate in ethanol to give 2,3-dihydro-2-propyl-6-[3-(trifluoromethyl)phenyl]imidazo[1,2-b]pyridazine which is dehydrogenated with lead tetraacetate to obtain the desired product. Reactants: B, COc1ccc(C(=O)N2CC3CC4CC4(NC(=O)OC(C)(C)C)C3C2)cc1, [Na+], C1CCOC1, C1CCOC1, [OH-], O. Yields the product COc1ccc(CN2CC3CC4CC4(NC(=O)OC(C)(C)C)C3C2)cc1. RXN SMILES: [BH3:11].[C:12]([CH3:13])([CH3:14])([CH3:15])[O:16][C:17](=[O:18])[NH:19][C:20]12[CH:21]3[CH2:22][N:23]([C:29]([c:30]4[cH:31][cH:32][c:33]([O:36][CH3:37])[cH:34][cH:35]4)=[O:38])[CH2:24][CH:25]3[CH2:26][CH:27]1[CH2:28]2.[Na+:40].[O:1]1[CH2:2][CH2:3][CH2:4][CH2:5]1.[O:6]1[CH2:7][CH2:8][CH2:9][CH2:10]1.[OH-:39].[OH2:41]>>[C:12]([CH3:13])([CH3:14])([CH3:15])[O:16][C:17](=[O:18])[NH:19][C:20]12[CH:21]3[CH2:22][N:23]([CH2:29][c:30]4[cH:31][cH:32][c:33]([O:36][CH3:37])[cH:34][cH:35]4)[CH2:24][CH:25]3[CH2:26][CH:27]1[CH2:28]2. The reactants are O=C(O)Cc1c(Cl)nc(-c2ccccc2)n1Cc1ccc(OCc2ccccc2)cc1, CCO, Cl. Yields the product O=C(O)Cc1c(Cl)nc(-c2ccccc2)n1Cc1ccc(O)cc1. As a reaction SMILES: [CH2:1]([c:2]1[cH:3][cH:4][cH:5][cH:6][cH:7]1)[O:8][c:9]1[cH:10][cH:11][c:12]([CH2:13][n:14]2[c:15](-[c:24]3[cH:25][cH:26][cH:27][cH:28][cH:29]3)[n:16][c:17]([Cl:23])[c:18]2[CH2:19][C:20](=[O:21])[OH:22])[cH:30][cH:31]1.[CH3:33][CH2:34][OH:35].[ClH:32]>>[OH:8][c:9]1[cH:10][cH:11][c:12]([CH2:13][n:14]2[c:15](-[c:24]3[cH:25][cH:26][cH:27][cH:28][cH:29]3)[n:16][c:17]([Cl:23])[c:18]2[CH2:19][C:20](=[O:21])[OH:22])[cH:30][cH:31]1. Reactants: CC(=O)c1c([N+](=O)[O-])ccc(Cl)c1S(N)(=O)=O, CO, C[Si](C)(C)Cl, O=S(=O)(O)O. Yields the product NS(=O)(=O)c1c(Cl)ccc([N+](=O)[O-])c1O. Reaction SMILES: [C:1](=[O:2])([CH3:3])[c:4]1[c:5]([S:14](=[O:15])(=[O:16])[NH2:17])[c:6]([Cl:13])[cH:7][cH:8][c:9]1[N+:10](=[O:11])[O-:12].[CH3:28][OH:29].[Cl:18][Si:19]([CH3:20])([CH3:21])[CH3:22].[S:23]([OH:24])(=[O:25])(=[O:26])[OH:27]>>[c:4]1([OH:24])[c:5]([S:14](=[O:15])(=[O:16])[NH2:17])[c:6]([Cl:13])[cH:7][cH:8][c:9]1[N+:10](=[O:11])[O-:12].